From a dataset of the Open Reaction Database (ORD), a public repository of structured organic reaction records. describe an organic reaction: reactants, conditions, products, and yield Starting materials: Cl, CCOC(=O)CCNC(=O)CCNC(=O)c1sc(NC(=N)N)nc1C. Product: Cl, Cc1nc(NC(=N)N)sc1C(=O)NCCC(=O)NCCC(=O)O. Reaction SMILES: [ClH:26].[NH:1]([C:2](=[NH:3])[NH2:4])[c:5]1[s:6][c:7]([C:11](=[O:12])[NH:13][CH2:14][CH2:15][C:16](=[O:17])[NH:18][CH2:19][CH2:20][C:21](=[O:22])[O:23][CH2:24][CH3:25])[c:8]([CH3:10])[n:9]1>>[ClH:26].[NH:1]([C:2](=[NH:3])[NH2:4])[c:5]1[s:6][c:7]([C:11](=[O:12])[NH:13][CH2:14][CH2:15][C:16](=[O:17])[NH:18][CH2:19][CH2:20][C:21](=[O:22])[OH:23])[c:8]([CH3:10])[n:9]1.